Dataset: the Open Reaction Database (ORD), a public repository of structured organic reaction records. Task: describe an organic reaction: reactants, conditions, products, and yield Reactants: C(C1=CC=CC=C1)OC1=CC=C(C=C1)CN1C(=C(C2=CC(=CC=C12)OC)CC(=O)O)C (1-[(4-Benzyloxyphenyl)methyl]-5-methoxy-2-methyl-1H-indole-3-acetic acid), C(C1=CC=CC=C1)OC1=CC=C(C=C1)CCl (4-benzyloxy-1-chloromethylbenzene), C(C)OC(CC1=C(NC2=CC=C(C=C12)OC)C)=O (5-methoxy-2-methyl-1H-indole-3-acetic acid ethyl ester), [H-].[Na+] (NaH). Yields the product C(C)OC(CC1=C(N(C2=CC=C(C=C12)OC)CC1=CC=C(C=C1)OCC1=CC=CC=C1)C)=O (1-[(4-benzyloxyphenyl)methyl]-5-methoxy-2-methyl-1H-indole-3-acetic acid ethyl ester). As a reaction SMILES: [CH2:1]([O:8][C:9]1[CH:14]=[CH:13][C:12]([CH2:15][N:16]2[C:24]3[C:19](=[CH:20][C:21]([O:25][CH3:26])=[CH:22][CH:23]=3)[C:18]([CH2:27][C:28]([OH:30])=[O:29])=[C:17]2[CH3:31])=[CH:11][CH:10]=1)[C:2]1[CH:7]=[CH:6][CH:5]=[CH:4][CH:3]=1.[CH2:32](OC(=O)CC1C2C(=CC=C(OC)C=2)NC=1C)[CH3:33].[H-].[Na+].C(OC1C=CC(CCl)=CC=1)C1C=CC=CC=1>>[CH2:32]([O:29][C:28](=[O:30])[CH2:27][C:18]1[C:19]2[C:24](=[CH:23][CH:22]=[C:21]([O:25][CH3:26])[CH:20]=2)[N:16]([CH2:15][C:12]2[CH:13]=[CH:14][C:9]([O:8][CH2:1][C:2]3[CH:7]=[CH:6][CH:5]=[CH:4][CH:3]=3)=[CH:10][CH:11]=2)[C:17]=1[CH3:31])[CH3:33] |f:2.3|. Procedure: 1-[(4-Benzyloxyphenyl)methyl]-5-methoxy-2-methyl-1H-indole-3-acetic acid. Using the method described in Example 6, Part A, 2.0 g (8.12 mmol) of 5-methoxy-2-methyl-1H-indole-3-acetic acid ethyl ester, 0.325 g (8.12 mmol) of 60% NaH/mineral oil, and 1.88 g (8.12 mmol) of 4-benzyloxy-1-chloromethylbenzene were reacted to give on workup 800 mg of crude 1-[(4-benzyloxyphenyl)methyl]-5-methoxy-2-methyl-1H-indole-3-acetic acid ethyl ester. The crude ester in 50 mL of MeOH and 15 mL of 1N NaOH was heate... Starting materials: CCOP(OCC)OCC, CC(C)C(N)C(=O)O, CC(=O)O, O=CCCc1ccccc1. The product is CCOP(=O)(OCC)C(CCc1ccccc1)NC(C(=O)O)C(C)C. RXN SMILES: [CH2:1]([CH3:2])[O:3][P:4]([O:5][CH2:6][CH3:7])[O:8][CH2:9][CH3:10].[CH3:11][CH:12]([CH3:13])[CH:14]([NH2:15])[C:16]([OH:17])=[O:18].[CH3:29][C:30](=[O:31])[OH:32].[CH:19]([CH2:20][CH2:21][c:22]1[cH:23][cH:24][cH:25][cH:26][cH:27]1)=[O:28]>>[O:3]=[P:4]([O:5][CH2:6][CH3:7])([O:8][CH2:9][CH3:10])[CH:19]([NH:15][CH:14]([CH:12]([CH3:11])[CH3:13])[C:16]([OH:17])=[O:18])[CH2:20][CH2:21][c:22]1[cH:23][cH:24][cH:25][cH:26][cH:27]1. Starting materials: ClCC(=O)N(C)C (2-chloro-N,N-dimethylacetamide), N (ammonia), [Cl-].[Al+3].[H-].[Al+3].[Li+] (lithium aluminum hydride-aluminum chloride), C([O-])([O-])=O.[Cs+].[Cs+] (cesium carbonate), [I-].[K+] (potassium iodide), FC=1C=C(C(=O)N(C2=C(C=CC(=C2)OC)C2CC=3C=CC(=CC3CC2)OC(C(C)(C)C)=O)C(C)C)C=CC1O (pivalic acid 6-{2-[(3-fluoro-4-hydroxybenzoyl)isopropylamino]-4-methoxyphenyl}-5,6,7,8-tetrahydronaphthalen-2-yl ester). The solvent is O1CCCC1 (tetrahydrofuran), O1CCCC1 (Tetrahydrofuran), O1CCCC1 (tetrahydrofuran). Reaction conditions: time 1 hour. Yields the product CN(CCOC1=C(C=C(CN(C2=C(C=CC(=C2)OC)C2CC=3C=CC(=CC3CC2)O)C(C)C)C=C1)F)C (6-{2-{[4-(2-Dimethylaminoethoxy)-3-fluorobenzyl]isopropylamino}-4-methoxyphenyl}-5,6,7,8-tetrahydronaphthalen-2-ol). Yield: 38.3%. As a reaction SMILES: C(=O)([O-])[O-].[Cs+].[Cs+].[I-].[K+].[F:9][C:10]1[CH:11]=[C:12]([CH:44]=[CH:45][C:46]=1[OH:47])[C:13]([N:15]([CH:41]([CH3:43])[CH3:42])[C:16]1[CH:21]=[C:20]([O:22][CH3:23])[CH:19]=[CH:18][C:17]=1[CH:24]1[CH2:33][CH2:32][C:31]2[CH:30]=[C:29]([O:34]C(=O)C(C)(C)C)[CH:28]=[CH:27][C:26]=2[CH2:25]1)=O.Cl[CH2:49][C:50]([N:52]([CH3:54])[CH3:53])=O.[Cl-].[Al+3].[H-].[Al+3].[Li+].N>O1CCCC1>[CH3:53][N:52]([CH3:54])[CH2:50][CH2:49][O:47][C:46]1[CH:45]=[CH:44][C:12]([CH2:13][N:15]([CH:41]([CH3:42])[CH3:43])[C:16]2[CH:21]=[C:20]([O:22][CH3:23])[CH:19]=[CH:18][C:17]=2[CH:24]2[CH2:33][CH2:32][C:31]3[CH:30]=[C:29]([OH:34])[CH:28]=[CH:27][C:26]=3[CH2:25]2)=[CH:11][C:10]=1[F:9] |f:0.1.2,3.4,7.8.9.10.11|. Procedure details: To cesium carbonate (36 mg) and potassium iodide (5.0 mg) were sequentially added a solution of pivalic acid 6-{2-[(3-fluoro-4-hydroxybenzoyl)isopropylamino]-4-methoxyphenyl}-5,6,7,8-tetrahydronaphthalen-2-yl ester (25 mg) in tetrahydrofuran (0.8 ml) and a solution of 2-chloro-N,N-dimethylacetamide (11 mg) in tetrahydrofuran (0.2 ml), and the solution was stirred for 1.5 hours at 60° C. The reaction solution was let to cool, then lithium aluminum hydride-aluminum chloride (1.0 M solution in tetr... Starting materials: Cl (HCl), O.[OH-].[Li+] (lithium hydroxide hydrate), ClC=1C(=NOC1C1=CC=C(C=C1)C(F)(F)F)C(=O)OCC (ethyl 4-chloro-5-(4-(trifluoromethyl)phenyl)isoxazole-3-carboxylate). Solvent: ClCCl (dichloromethane), O (water), O1CCCC1 (tetrahydrofuran). Conditions: time 45 minute. The product is ClC=1C(=NOC1C1=CC=C(C=C1)C(F)(F)F)C(=O)O (4-Chloro-5-(4-(trifluoromethyl)phenyl)isoxazole-3-carboxylic acid). The yield is 100.0%. As a reaction SMILES: O.[OH-].[Li+].[Cl:4][C:5]1[C:6]([C:20]([O:22]CC)=[O:21])=[N:7][O:8][C:9]=1[C:10]1[CH:15]=[CH:14][C:13]([C:16]([F:19])([F:18])[F:17])=[CH:12][CH:11]=1.Cl>O.O1CCCC1.ClCCl>[Cl:4][C:5]1[C:6]([C:20]([OH:22])=[O:21])=[N:7][O:8][C:9]=1[C:10]1[CH:15]=[CH:14][C:13]([C:16]([F:17])([F:19])[F:18])=[CH:12][CH:11]=1 |f:0.1.2|. Procedure details: A solution of lithium hydroxide hydrate (126 mg, 3.0 mmol) in water (18 mL) was added to a solution of ethyl 4-chloro-5-(4-(trifluoromethyl)phenyl)isoxazole-3-carboxylate (0.96 g, 3.0 mmol) in tetrahydrofuran (15 mL). After stirring for 45 minutes, the reaction mixture was diluted with dichloromethane (30 mL), and the aqueous layer was adjusted to pH=2 with 6N aqueous HCl. The resulting mixture was extracted 3 times with dichloromethane, the dichloromethane layers were combined, dried over Na2SO... The reactants are COC(=O)c1sc(Br)c(Br)c1O, CCOCC, CI, [K+], [K+], O=C([O-])[O-], CN(C)C=O. The product is COC(=O)c1sc(Br)c(Br)c1OC. Reaction SMILES: [Br:9][c:10]1[c:11]([OH:20])[c:12]([C:16](=[O:17])[O:18][CH3:19])[s:13][c:14]1[Br:15].[CH2:26]([O:27][CH2:28][CH3:29])[CH3:30].[I:1][CH3:2].[K+:3].[K+:4].[O-:5][C:6]([O-:7])=[O:8].[O:21]=[CH:22][N:23]([CH3:24])[CH3:25]>>[CH3:6][O:20][c:11]1[c:10]([Br:9])[c:14]([Br:15])[s:13][c:12]1[C:16](=[O:17])[O:18][CH3:19]. Starting materials: C(C)OC(NC1=NN(C(=C1)C1=CC=CC=C1)C1=CC=C(C=C1)S(N)(=O)=O)=O ([5-Phenyl-1-(4-sulfamoyl-phenyl)-1H-pyrazol-3-yl]-carbamic acid ethyl ester), [OH-].[Na+] (NaOH), O (water). Run in CCO (EtOH). Yields the product NC1=NN(C(=C1)C1=CC=CC=C1)C1=CC=C(C=C1)S(=O)(=O)N (4-(3-Amino-5-phenyl-pyrazol-1-yl)-benzenesulfonamide). Yield: 70.0%. As a reaction SMILES: C(OC(=O)[NH:5][C:6]1[CH:10]=[C:9]([C:11]2[CH:16]=[CH:15][CH:14]=[CH:13][CH:12]=2)[N:8]([C:17]2[CH:22]=[CH:21][C:20]([S:23](=[O:26])(=[O:25])[NH2:24])=[CH:19][CH:18]=2)[N:7]=1)C.[OH-].[Na+].O>CCO>[NH2:5][C:6]1[CH:10]=[C:9]([C:11]2[CH:12]=[CH:13][CH:14]=[CH:15][CH:16]=2)[N:8]([C:17]2[CH:22]=[CH:21][C:20]([S:23]([NH2:24])(=[O:25])=[O:26])=[CH:19][CH:18]=2)[N:7]=1 |f:1.2|. Procedure details: To a solution of an ethyl carbamate 5 (0.39 g, 1 mmol) in EtOH (10 mL) was added 10% NaOH solution (3.2 mL) at room temperature. The reaction mixture was refluxed for 5 hours. The reaction mixture was cooled to room temperature and water was added. The resulting white precipitate was filtered and washed with water thoroughly to give the titled compound (0.22 g, 70%) as a white solid. mp 286.3-290.2° C. 1H NMR (DMSO-d6): δ 7.70 (d, J=9 Hz, 2H), 7.43-7.20 (m, 9H), 5.89 (s, 1H), 5.17 (br s, 2H).